Dataset: the Open Reaction Database (ORD), a public repository of structured organic reaction records. Task: describe an organic reaction: reactants, conditions, products, and yield As a reaction SMILES: [CH3:14][O:15][c:16]1[cH:17][c:18]([C:19](=[O:20])[Cl:21])[cH:22][c:23]([O:27][CH3:28])[c:24]1[O:25][CH3:26].[s:1]1[c:2]([C:6]2([CH2:11][CH2:12][OH:13])[CH2:7][NH:8][CH2:9][CH2:10]2)[cH:3][cH:4][cH:5]1>>[s:1]1[c:2]([C:6]2([CH2:11][CH2:12][OH:13])[CH2:7][N:8]([C:19]([c:18]3[cH:17][c:16]([O:15][CH3:14])[c:24]([O:25][CH3:26])[c:23]([O:27][CH3:28])[cH:22]3)=[O:20])[CH2:9][CH2:10]2)[cH:3][cH:4][cH:5]1. The product is COc1cc(C(=O)N2CCC(CCO)(c3cccs3)C2)cc(OC)c1OC. Reactants: COc1cc(C(=O)Cl)cc(OC)c1OC, OCCC1(c2cccs2)CCNC1. The reactants are C(C1=CC=CC=C1)OC(=O)NC(C(=O)N[C@H]1C(N(C2=C(CC1)C=CC=C2)CC2=CC=C(C=C2)C2=C(C=CC=C2)CNC(=O)OC(C)(C)C)=O)(C)C (2-benzyloxycarbonylamino-2-methyl- N-[2,3,4,5-tetrahydro-2-oxo-1-[[2'-[(t-butoxycarbonylamino)methyl][1,1'-biphenyl]-4-yl]methyl]-1H-benzazepin-3(R)-yl]propanamide), Cl (hydrochloric acid). The solvent is CO (methanol), CO (methanol). Run at time 8 hour. Product: Cl.C(C1=CC=CC=C1)OC(=O)NC(C(=O)N[C@H]1C(N(C2=C(CC1)C=CC=C2)CC2=CC=C(C=C2)C2=C(C=CC=C2)CN)=O)(C)C (2-Benzyloxycarbonylamino-2-methyl- N-[2,3,4,5-tetrahydro-2-oxo-1-[[2'-(aminomethyl)[1,1'-biphenyl]-4-yl]methyl]-1H-benzazepin-3(R)-yl]propanamide, hydrochloride). Yield: 96.0%. Reaction SMILES: [CH2:1]([O:8][C:9]([NH:11][C:12]([CH3:51])([CH3:50])[C:13]([NH:15][C@@H:16]1[CH2:22][CH2:21][C:20]2[CH:23]=[CH:24][CH:25]=[CH:26][C:19]=2[N:18]([CH2:27][C:28]2[CH:33]=[CH:32][C:31]([C:34]3[CH:39]=[CH:38][CH:37]=[CH:36][C:35]=3[CH2:40][NH:41]C(OC(C)(C)C)=O)=[CH:30][CH:29]=2)[C:17]1=[O:49])=[O:14])=[O:10])[C:2]1[CH:7]=[CH:6][CH:5]=[CH:4][CH:3]=1.[ClH:52]>CO>[ClH:52].[CH2:1]([O:8][C:9]([NH:11][C:12]([CH3:51])([CH3:50])[C:13]([NH:15][C@@H:16]1[CH2:22][CH2:21][C:20]2[CH:23]=[CH:24][CH:25]=[CH:26][C:19]=2[N:18]([CH2:27][C:28]2[CH:29]=[CH:30][C:31]([C:34]3[CH:39]=[CH:38][CH:37]=[CH:36][C:35]=3[CH2:40][NH2:41])=[CH:32][CH:33]=2)[C:17]1=[O:49])=[O:14])=[O:10])[C:2]1[CH:7]=[CH:6][CH:5]=[CH:4][CH:3]=1 |f:3.4|. Procedure details: To a solution of 9.83 g (0.55 mmol) of 2-benzyloxycarbonylamino-2-methyl- N-[2,3,4,5-tetrahydro-2-oxo-1-[[2'-[(t-butoxycarbonylamino)methyl][1,1'-biphenyl]-4-yl]methyl]-1H-benzazepin-3(R)-yl]propanamide (Step H) in 170 mL of methanol was added 120 mL of 9 N aqueous hydrochloric acid. Periodically 10 mL portions of methanol were added to the reaction mixture to dissolve precipitates which form during the reaction (50 mL total). The reaction mixture was stirred overnight at room temperature then t... Starting materials: C(C)(C)(C)C=1C=C(C=C(C1O)C(C)(C)C)C1=NN(C2=NC=CC=C21)CCO (3-(3,5-di-tertiary butyl-4-hydroxyphenyl)-1-(2-hydroxyethyl)-1H-pyrazolo[3,4-b]pyridine), C(C)(=O)OC(C)=O (acetic anhydride). Run in C1(=CC=CC=C1)C (toluene). Conditions: temperature 20 celsius. Yields the product C(C)(=O)OCCN1N=C(C=2C1=NC=CC2)C2=CC(=CC(=C2)C(C)(C)C)C(C)(C)C (1-(2-acetoxyethyl)-3-(3,5-di-tertiary butylphenyl)-1H-pyrazolo[3,4-b]pyridine). Isolated yield 86.4%. As a reaction SMILES: [C:1]([C:5]1[CH:6]=[C:7]([C:16]2[C:24]3[C:19](=[N:20][CH:21]=[CH:22][CH:23]=3)[N:18]([CH2:25][CH2:26][OH:27])[N:17]=2)[CH:8]=[C:9]([C:12]([CH3:15])([CH3:14])[CH3:13])[C:10]=1O)([CH3:4])([CH3:3])[CH3:2].[C:28](OC(=O)C)(=[O:30])[CH3:29]>C1(C)C=CC=CC=1>[C:28]([O:27][CH2:26][CH2:25][N:18]1[C:19]2=[N:20][CH:21]=[CH:22][CH:23]=[C:24]2[C:16]([C:7]2[CH:6]=[C:5]([C:1]([CH3:4])([CH3:3])[CH3:2])[CH:10]=[C:9]([C:12]([CH3:14])([CH3:13])[CH3:15])[CH:8]=2)=[N:17]1)(=[O:30])[CH3:29]. Procedure details: To a solution of 40 g of the compound of Example 43 in 320 ml of toluene is added 22 g of acetic anhydride under stirring, and refluxed for 8 hours. After completion of the reaction, the reaction mixture is cooled to 20° C., washed with 300 ml of water twice and dried over anhydrous sodium sulfate. The toluene is concentrated and the residue is recrystallized from ethanol and dried to give 37 g of 1-(2-acetoxyethyl)-3-(3,5-di-tertiary butylphenyl)-1H-pyrazolo[3,4-b]pyridine, melting at 115°-116°... Reactants: COC(=O)CCc1cccc(CN)c1, CO, Cl, O=Cc1ccc(-c2cncnc2)cc1. Product: COC(=O)CCc1cccc(CNCc2ccc(-c3cncnc3)cc2)c1. Reaction SMILES: [CH3:2][O:3][C:4]([CH2:5][CH2:6][c:7]1[cH:8][c:9]([CH2:13][NH2:14])[cH:10][cH:11][cH:12]1)=[O:15].[CH3:30][OH:31].[ClH:1].[n:16]1[cH:17][n:18][cH:19][c:20](-[c:22]2[cH:23][cH:24][c:25]([CH:26]=[O:27])[cH:28][cH:29]2)[cH:21]1>>[CH3:2][O:3][C:4]([CH2:5][CH2:6][c:7]1[cH:8][c:9]([CH2:13][NH:14][CH2:26][c:25]2[cH:24][cH:23][c:22](-[c:20]3[cH:19][n:18][cH:17][n:16][cH:21]3)[cH:29][cH:28]2)[cH:10][cH:11][cH:12]1)=[O:15]. As a reaction SMILES: [CH2:1]([C:3]1[CH:17]=[C:6]2[N:7]=[CH:8][CH:9]=[C:10]([C:11]3[CH:12]=[N:13][CH:14]=[CH:15][CH:16]=3)[N:5]2[N:4]=1)[CH3:2].[Cl:18]N1C2C=CC=CC=2N=N1>ClCCl>[Cl:18][C:17]1[C:3]([CH2:1][CH3:2])=[N:4][N:5]2[C:10]([C:11]3[CH:12]=[N:13][CH:14]=[CH:15][CH:16]=3)=[CH:9][CH:8]=[N:7][C:6]=12. Solvent: ClCCl (dichloromethane). Reactants: C(C)C1=NN2C(N=CC=C2C=2C=NC=CC2)=C1 (2-ethyl-7-(3-pyridyl)pyrazolo[1,5-a]pyrimidine), ClN1N=NC2=C1C=CC=C2 (N-chlorobenzotriazole). The product is ClC=1C(=NN2C1N=CC=C2C=2C=NC=CC2)CC (3-Chloro-2-ethyl-7-(3-pyridyl)pyrazolo[1,5-a]pyrimidine). Procedure details: As for Example 34, 1.95 g. of 2-ethyl-7-(3-pyridyl)pyrazolo[1,5-a]pyrimidine is reacted with 1.47 g. of N-chlorobenzotriazole in 50 ml. of dichloromethane to give the product of the example, m.p. 132°-133° C. Starting materials: [OH-].[Na+] (sodium hydroxide), C(#N)C1=CC=C(C(=O)OCC)C=C1 (ethyl p-cyanobenzoate), CO (methanol), aqueous solution, [OH-].[Na+] (sodium hydroxide). Run in O (water). Reaction conditions: temperature 82 celsius. Yields the product C(#N)C1=CC=C(C(=O)O)C=C1 (p-cyanobenzoic acid). Isolated yield 93.9%. As a reaction SMILES: [C:1]([C:3]1[CH:13]=[CH:12][C:6]([C:7]([O:9]CC)=[O:8])=[CH:5][CH:4]=1)#[N:2].CO.[OH-].[Na+]>O>[C:1]([C:3]1[CH:13]=[CH:12][C:6]([C:7]([OH:9])=[O:8])=[CH:5][CH:4]=1)#[N:2] |f:2.3|. Reported procedure: A mixture containing ethyl p-cyanobenzoate (87.5 g, 0.5 mol), methanol (192.5 g), and water (449.2 g) was placed in a 1 l-flask. The mixture was heated to 82° C. with stirring by use of a mechanical stirrer. After the temperature became stable, a 20% aqueous solution of sodium hydroxide was added to the mixture so as to adjust the pH of the mixture at 9.0-9.3. When four hours had elapsed after the reaction started, 20% sodium hydroxide (96.7 g) was added. Liquid chromatographic analysis revealed...